Dataset: the Open Reaction Database (ORD), a public repository of structured organic reaction records. Task: describe an organic reaction: reactants, conditions, products, and yield Starting materials: CC1=CN(C=N1)C2=C(C=C(C=C2)N)OC, CN1CC(OC2=C(C1)C=CC(=N2)Cl)C3=CN=CC=C3. Reagents/catalysts: C(=O)([O-])[O-].[Cs+].[Cs+], C1CCC(CC1)P(C2CCCCC2)C3=CC=CC=C3C4=CC=CC=C4, CC(=O)O.CC(=O)O.[Pd]. Run in COCCOC. Reaction conditions: temperature 100 celsius. The product is CC1=CN(C=N1)C2=C(C=C(C=C2)NC3=NC4=C(CN(CC(O4)C5=CN=CC=C5)C)C=C3)OC. Isolated yield 27.8%. Procedure details: [Reactants], Palladium(II) acetate (5.29 mg, 0.02 mmol), 2-(Dicyclohexylphosphino)biphenyl (8.26 mg, 0.02 mmol) and Cesium carbonate (0.230 g, 0.71 mmol) were placed in a microwave vial and flushed with argon. DME (2 mL) was added and the reaction mixture was run in the microwave at 100°C for 60 minutes. Reaction not complete. Added 0.1 eq of Palladium(II) acetate (5.29 mg, 0.02 mmol) and 0.1 eq of 2-(Dicyclohexylphosphino)biphenyl (8.26 mg, 0.02 mmol) and flushed with argon. Run in the microwav... Reactants: COC(=O)c1ccc2oc(-c3ccc(C)cc3)nc2c1, CCO, [Na+], [OH-], O. Yields the product Cc1ccc(-c2nc3cc(C(=O)O)ccc3o2)cc1. As a reaction SMILES: [CH3:1][c:2]1[cH:3][cH:4][c:5](-[c:8]2[o:9][c:10]3[c:11]([n:12]2)[cH:13][c:14]([C:17](=[O:18])[O:19][CH3:20])[cH:15][cH:16]3)[cH:6][cH:7]1.[CH3:23][CH2:24][OH:25].[Na+:22].[OH-:21].[OH2:26]>>[CH3:1][c:2]1[cH:3][cH:4][c:5](-[c:8]2[o:9][c:10]3[c:11]([n:12]2)[cH:13][c:14]([C:17](=[O:18])[OH:19])[cH:15][cH:16]3)[cH:6][cH:7]1. The reactants are CCOC(=O)CC(=O)OCC, Cc1ccccc1, O=[N+]([O-])c1ccc(Cl)nc1, [Na]. The product is Cc1ccc([N+](=O)[O-])cn1. RXN SMILES: [C:1]([O:2][CH2:3][CH3:4])(=[O:5])[CH2:6][C:7]([O:8][CH2:9][CH3:10])=[O:11].[CH3:23][c:24]1[cH:25][cH:26][cH:27][cH:28][cH:29]1.[Cl:13][c:14]1[n:15][cH:16][c:17]([N+:20](=[O:21])[O-:22])[cH:18][cH:19]1.[Na:12]>>[CH3:1][c:14]1[n:15][cH:16][c:17]([N+:20](=[O:21])[O-:22])[cH:18][cH:19]1.